This data is from the Open Reaction Database (ORD), a public repository of structured organic reaction records. The task is: describe an organic reaction: reactants, conditions, products, and yield The reactants are CC(O)(C(=O)Nc1ccc(S(=O)(=O)Cl)c(Cl)c1Cl)C(F)(F)F, Cc1ccc(N)nc1, c1ccncc1. Yields the product Cc1ccc(NS(=O)(=O)c2ccc(NC(=O)C(C)(O)C(F)(F)F)c(Cl)c2Cl)nc1. As a reaction SMILES: [Cl:1][c:2]1[c:3]([NH:13][C:14]([C:15]([C:16]([F:17])([F:18])[F:19])([CH3:20])[OH:21])=[O:22])[cH:4][cH:5][c:6]([S:9](=[O:10])(=[O:11])[Cl:12])[c:7]1[Cl:8].[NH2:23][c:24]1[n:25][cH:26][c:27]([CH3:30])[cH:28][cH:29]1.[cH:31]1[cH:32][cH:33][n:34][cH:35][cH:36]1>>[Cl:1][c:2]1[c:3]([NH:13][C:14]([C:15]([C:16]([F:17])([F:18])[F:19])([CH3:20])[OH:21])=[O:22])[cH:4][cH:5][c:6]([S:9](=[O:10])(=[O:11])[NH:23][c:24]2[n:25][cH:26][c:27]([CH3:30])[cH:28][cH:29]2)[c:7]1[Cl:8]. The reactants are CCN(C(C)C)C(C)C (DIPEA), CS(=O)(=O)OCCOC1=CC=C(C=C1)C1CCN(CC1)C=1CCC=2N(N1)C(=NN2)C(F)(F)F (2-(4-{1-[3-(trifluoromethyl)-7,8-dihydro[1,2,4]triazolo[4,3-b]pyridazin-6-yl]piperidin-4-yl}phenoxy)ethyl methanesulfonate), C(C)N1C(CNCC1)=O (1-ethylpiperazin-2-one). The solvent is CN(C)C=O (DMF), C(Cl)Cl (DCM). Reaction conditions: temperature 110 celsius, time 3 hour. Yields the product C(C)N1C(CN(CC1)CCOC1=CC=C(C=C1)C1CCN(CC1)C=1CCC=2N(N1)C(=NN2)C(F)(F)F)=O (1-ethyl-4-[2-(4-{1-[3-(trifluoromethyl)-7,8-dihydro[1,2,4]triazolo[4,3-b]pyridazin-6-yl]piperidin-4-yl}phenoxy)ethyl]piperazin-2-one). The yield is 36.1%. Reaction SMILES: CCN(C(C)C)C(C)C.CS(O[CH2:15][CH2:16][O:17][C:18]1[CH:23]=[CH:22][C:21]([CH:24]2[CH2:29][CH2:28][N:27]([C:30]3[CH2:31][CH2:32][C:33]4[N:34]([C:36]([C:39]([F:42])([F:41])[F:40])=[N:37][N:38]=4)[N:35]=3)[CH2:26][CH2:25]2)=[CH:20][CH:19]=1)(=O)=O.[CH2:43]([N:45]1[CH2:50][CH2:49][NH:48][CH2:47][C:46]1=[O:51])[CH3:44]>CN(C=O)C.C(Cl)Cl>[CH2:43]([N:45]1[CH2:50][CH2:49][N:48]([CH2:15][CH2:16][O:17][C:18]2[CH:23]=[CH:22][C:21]([CH:24]3[CH2:25][CH2:26][N:27]([C:30]4[CH2:31][CH2:32][C:33]5[N:34]([C:36]([C:39]([F:41])([F:40])[F:42])=[N:37][N:38]=5)[N:35]=4)[CH2:28][CH2:29]3)=[CH:20][CH:19]=2)[CH2:47][C:46]1=[O:51])[CH3:44]. Procedure details: DIPEA (0.219 mL, 1.23 mmol) was added to 2-(4-{1-[3-(trifluoromethyl)-7,8-dihydro[1,2,4]triazolo[4,3-b]pyridazin-6-yl]piperidin-4-yl}phenoxy)ethyl methanesulfonate (200 mg, 0.41 mmol) and 1-ethylpiperazin-2-one (52.6 mg, 0.41 mmol) in DMF (5 mL) at 20° C. under nitrogen. The resulting solution was stirred at 110° C. for 3 hours and the solvent was removed in vacuo to give an orange gum, which was dissolved in DCM (100 mL) and the solution washed with water (100 mL). The organic layer was passed ... Starting materials: CO[C@@H]1CN(C[C@H]1NC(C1=CC=CC=C1)(C1=CC=CC=C1)C1=CC=CC=C1)C(CC1=CC=C(C=C1)OC(F)(F)F)=O (1-((3R,4R)-3-Methoxy-4-(tritylamino)pyrrolidin-1-yl)-2-(4-trifluoromethoxyphenyl)ethanone), Cl (hydrochloric acid). The solvent is C(C)OCC (diethyl ether). Run at time 17 hour. Product: N[C@@H]1CN(C[C@H]1OC)C(CC1=CC=C(C=C1)OC(F)(F)F)=O (1-((3R,4R)-3-amino-4-methoxypyrrolidin-1-yl)-2-(4-trifluoromethoxyphenyl)ethanone). The yield is 94.8%. RXN SMILES: [CH3:1][O:2][C@H:3]1[C@H:7]([NH:8]C(C2C=CC=CC=2)(C2C=CC=CC=2)C2C=CC=CC=2)[CH2:6][N:5]([C:28](=[O:41])[CH2:29][C:30]2[CH:35]=[CH:34][C:33]([O:36][C:37]([F:40])([F:39])[F:38])=[CH:32][CH:31]=2)[CH2:4]1.Cl>C(OCC)C>[NH2:8][C@H:7]1[C@H:3]([O:2][CH3:1])[CH2:4][N:5]([C:28](=[O:41])[CH2:29][C:30]2[CH:31]=[CH:32][C:33]([O:36][C:37]([F:38])([F:39])[F:40])=[CH:34][CH:35]=2)[CH2:6]1. Procedure: 1-((3R,4R)-3-Methoxy-4-(tritylamino)pyrrolidin-1-yl)-2-(4-trifluoromethoxyphenyl)ethanone (0.65 g) was dissolved in diethyl ether (5 mL), followed by addition of 5 M hydrochloric acid (5 mL), and the mixture was stirred at room temperature for 17 h. The layers were separated, and the aqueous layer was washed with diethyl ether, 1 M aqueous sodium hydroxide was added to make it basic, and the mixture was extracted with chloroform. The organic layer was dried with anhydrous magnesium sulfate, the ... Reactants: C(C1=CC=CC=C1)N1CCC2=C(C1)C1=C(OC2(C)C)C=C(C=C1O)C (2-benzyl-10-hydroxy-5,5,8-trimethyl-1,2,3,4-tetrahydro-5H[1]benzopyrano[3,4-d]pyridine), C1(=CC=C(C=C1)C)C(C)C (cymene). The reagents and catalysts are [Pd] (Pd/C). Product: OC1=CC(=CC2=C1C=1C(=CC=NC1)C(O2)(C)C)C (10-hydroxy-5,5,8-trimethyl-5H[1]benzopyrano[3,4-d]pyridine). As a reaction SMILES: C([N:8]1[CH2:13][C:12]2[C:14]3[C:23]([OH:24])=[CH:22][C:21]([CH3:25])=[CH:20][C:15]=3[O:16][C:17]([CH3:19])([CH3:18])[C:11]=2[CH2:10][CH2:9]1)C1C=CC=CC=1.C1(C(C)C)C=CC(C)=CC=1>[Pd]>[OH:24][C:23]1[C:14]2[C:12]3[C:11]([C:17]([CH3:18])([CH3:19])[O:16][C:15]=2[CH:20]=[C:21]([CH3:25])[CH:22]=1)=[CH:10][CH:9]=[N:8][CH:13]=3. Reported procedure: Reaction of 2-benzyl-10-hydroxy-5,5,8-trimethyl-1,2,3,4-tetrahydro-5H[1]benzopyrano[3,4-d]pyridine (100 mg., U.S. Pat. No. 3,535,327) with Pd/C in boiling cymene gives 10-hydroxy-5,5,8-trimethyl-5H[1]benzopyrano[3,4-d]pyridine. The reactants are CCCc1c(Cl)nc(C)nc1Cn1ccnc1-c1cccc(F)n1, [N-]=[N+]=[N-], [Na+], CN(C)C=O. Yields the product CCCc1c(Cn2ccnc2-c2cccc(F)n2)nc(C)nc1N=[N+]=[N-]. Reaction SMILES: [Cl:1][c:2]1[n:3][c:4]([CH3:24])[n:5][c:6]([CH2:11][n:12]2[c:13](-[c:17]3[n:18][c:19]([F:23])[cH:20][cH:21][cH:22]3)[n:14][cH:15][cH:16]2)[c:7]1[CH2:8][CH2:9][CH3:10].[N-:25]=[N+:26]=[N-:27].[Na+:28].[O:29]=[CH:30][N:31]([CH3:32])[CH3:33]>>[c:2]1([N:25]=[N+:26]=[N-:27])[n:3][c:4]([CH3:24])[n:5][c:6]([CH2:11][n:12]2[c:13](-[c:17]3[n:18][c:19]([F:23])[cH:20][cH:21][cH:22]3)[n:14][cH:15][cH:16]2)[c:7]1[CH2:8][CH2:9][CH3:10]. Starting materials: C1(=CC=CC=C1)C(C)S (1-phenyl-ethanethiol), C(=C)[Si](Cl)(Cl)Cl (vinyltrichlorosilane). Reagents/catalysts: N(=NC(C#N)(C)C)C(C#N)(C)C (azobisisobutyronitrile). Conditions: time 6 hour. Product: [Si](Cl)(Cl)(Cl)CCSC(C)C1=CC=CC=C1 (Cl3SiCH2CH2SCH(CH3)C6H5). RXN SMILES: [C:1]1([CH:7]([SH:9])[CH3:8])[CH:6]=[CH:5][CH:4]=[CH:3][CH:2]=1.[CH:10]([Si:12]([Cl:15])([Cl:14])[Cl:13])=[CH2:11]>N(C(C)(C)C#N)=NC(C)(C)C#N>[Si:12]([CH2:10][CH2:11][S:9][CH:7]([C:1]1[CH:6]=[CH:5][CH:4]=[CH:3][CH:2]=1)[CH3:8])([Cl:15])([Cl:14])[Cl:13]. Procedure details: Into a 500 ml. three-necked flask were charged 108 g. (0.78 mole) 1-phenyl-ethanethiol, 126 g. (0.78 mole) vinyltrichlorosilane and 1.2 g. (0.5 weight percent) azobisisobutyronitrile catalyst. The contents were heated and stirred for 6 hours at 80°-90°C. Fractional distillation of the reaction mixture gave the product fraction, Cl3SiCH2CH2SCH(CH3)C6H5, b.p. 110°/0.53 mm Hg. Vapor phase chromatographic analysis of the distilled product (120 g.) showed it contained a mixture of alpha and beta isom...